This data is from the Open Reaction Database (ORD), a public repository of structured organic reaction records. The task is: describe an organic reaction: reactants, conditions, products, and yield The reactants are OC1=C2CCC(NC2=C(C=C1)C)=O (5-hydroxy-8-methyl-1,2,3,4-tetrahydroquinolin-2-one), C([O-])([O-])=O.[K+].[K+] (potassium carbonate), ClCCCN1CCN(CC1)CC1=NC2=CC=CC=C2C=C1 (1-(3-chloropropyl)-4-(2-quinolylmethyl)piperazine). The reagents and catalysts are [Br-].C(CCC)[N+](CCCC)(CCCC)CCCC (tetra-n-butylammonium bromide). Solvent: CN(C=O)C (N,N-dimethylformamide). Run at temperature 50 celsius, time 2 day. Product: CC=1C=CC(=C2CCC(NC12)=O)OCCCN1CCN(CC1)CC1=NC2=CC=CC=C2C=C1 (8-methyl-5-{3-[4-(2-quinolylmethyl)piperazinyl]propoxy}-1,2,3,4-tetrahydroquinolin-2-one). Isolated yield 17.0%. As a reaction SMILES: [OH:1][C:2]1[CH:11]=[CH:10][C:9]([CH3:12])=[C:8]2[C:3]=1[CH2:4][CH2:5][C:6](=[O:13])[NH:7]2.C(=O)([O-])[O-].[K+].[K+].Cl[CH2:21][CH2:22][CH2:23][N:24]1[CH2:29][CH2:28][N:27]([CH2:30][C:31]2[CH:40]=[CH:39][C:38]3[C:33](=[CH:34][CH:35]=[CH:36][CH:37]=3)[N:32]=2)[CH2:26][CH2:25]1>[Br-].C([N+](CCCC)(CCCC)CCCC)CCC.CN(C)C=O>[CH3:12][C:9]1[CH:10]=[CH:11][C:2]([O:1][CH2:21][CH2:22][CH2:23][N:24]2[CH2:29][CH2:28][N:27]([CH2:30][C:31]3[CH:40]=[CH:39][C:38]4[C:33](=[CH:34][CH:35]=[CH:36][CH:37]=4)[N:32]=3)[CH2:26][CH2:25]2)=[C:3]2[C:8]=1[NH:7][C:6](=[O:13])[CH2:5][CH2:4]2 |f:1.2.3,5.6|. Procedure details: After a mixture consisting of 5-hydroxy-8-methyl-1,2,3,4-tetrahydroquinolin-2-one (1.80 g, 10.2 mmol), tetra-n-butylammonium bromide (0.322 g, 1 mmol), potassium carbonate (4.146 g, 30 mmol), 1-(3-chloropropyl)-4-(2-quinolylmethyl)piperazine (3.67 g, 12.1 mmol) and N,N-dimethylformamide (40 ml) was stirred for 2 days at a bath temperature of 50° C. under an argon gas stream, the solvent was distilled off under reduced pressure. Water was added to the residue, followed by extraction with chlorofo... Starting materials: FC=1C=C2C(=NC(=NC2=CC1)O)N(C(=O)OCC)N (ethyl 6-fluoro-2-hydroxy-quinazolin-4-yl-carbazate), ice water, CN(C=O)C (dimethylformamide). The product is FC1=CC=2C=3N(C(NC2C=C1)=O)C(NN3)=O (9-Fluoro-2,3,5,6-tetrahydro-1,2,4-triazolo[4,3-c]quinazoline-3,5-dione). As a reaction SMILES: [F:1][C:2]1[CH:3]=[C:4]2[C:9](=[CH:10][CH:11]=1)[N:8]=[C:7]([OH:12])[N:6]=[C:5]2[N:13]([NH2:19])C(OCC)=O.CN(C)[CH:22]=[O:23]>>[F:1][C:2]1[CH:11]=[CH:10][C:9]2[NH:8][C:7](=[O:12])[N:6]3[C:22](=[O:23])[NH:19][N:13]=[C:5]3[C:4]=2[CH:3]=1. Procedure details: 3.7 g (0.014 mol) of ethyl 6-fluoro-2-hydroxy-quinazolin-4-yl-carbazate in 75 ml of dimethylformamide were boiled under reflux for 2 hrs. The reaction mixture was cooled to room temperature and then poured on to ice-water. The precipitate was filtered off, washed with acetone and dried in a vacuum. Yield: 1.7 g (56%) of 9-fluoro-2,3,5,6-tetrahydro-1,2,4-triazolo[4,3-c]quinazoline-3,5-dione as yellowish crystals; m.p. >350° C. The reactants are O=C(OO)c1cccc(Cl)c1, COc1cccc(Sc2cccc(F)c2C#N)c1, [Na+], O, O=S([O-])O. Product: COc1cccc(S(=O)c2cccc(F)c2C#N)c1. As a reaction SMILES: [Cl:19][c:20]1[cH:21][cH:22][cH:23][c:24]([C:25]([O:26][OH:28])=[O:27])[cH:29]1.[F:1][c:2]1[c:3]([C:4]#[N:5])[c:6]([S:10][c:11]2[cH:12][c:13]([O:17][CH3:18])[cH:14][cH:15][cH:16]2)[cH:7][cH:8][cH:9]1.[Na+:34].[OH2:35].[S:30](=[O:31])([OH:32])[O-:33]>>[F:1][c:2]1[c:3]([C:4]#[N:5])[c:6]([S:10]([c:11]2[cH:12][c:13]([O:17][CH3:18])[cH:14][cH:15][cH:16]2)=[O:27])[cH:7][cH:8][cH:9]1.